This data is from the Open Reaction Database (ORD), a public repository of structured organic reaction records. The task is: describe an organic reaction: reactants, conditions, products, and yield Starting materials: CC(CC)=O (2-butanone), C(C(=O)OCC)(=O)OCC (diethyl oxalate), [O-]CC.[Na+] (sodium ethoxide). The solvent is alcohol. Reaction conditions: temperature -5 celsius, time 8 hour. The product is O=C(C(=O)OCC)CC(CC)=O (ethyl 2,4-dioxohexanoate). As a reaction SMILES: [O-]CC.[Na+].[CH3:5][C:6](=[O:9])[CH2:7][CH3:8].[C:10]([O:17][CH2:18][CH3:19])(=[O:16])[C:11]([O:13]CC)=O>>[O:13]=[C:11]([CH2:5][C:6](=[O:9])[CH2:7][CH3:8])[C:10]([O:17][CH2:18][CH3:19])=[O:16] |f:0.1|. Reported procedure: To a solution of sodium ethoxide (2.33 g, 34 mmol) in absolute alcohol (40 mL) was added a mixture of 2-butanone (2.45 g, 34 mmol) and diethyl oxalate (5 g, 34 mmol) dropwise at −5° C. The reaction mixture was stirred at −5° C. overnight and then concentrated. The resulting residue was partitioned between water (20 mL) and ethyl acetate (70 mL*3). The aqueous layer was acidified to pH 2 with dilute H2SO4 and then extracted with ethyl acetate (50 ml*3). The combined organic phase was dried over a... The reactants are C(C)(C)(C)OC(=O)NCC=1C=C(C(=O)O)C=CC1 (3-(tert-Butoxycarbonylaminomethyl)benzoic acid), anhydride, Cl.C(C)N=C=NCCCN(C)C (N-ethyl-N'-(3-dimethylaminopropyl)-carbodiimide hydrochloride), Cl.N[C@@H](/C=C/C(CO)CC1=CC=CC=C1)CC1=CC2=CC=CC=C2C=C1 ((3E,5R)-5-amino-2-benzyl-6-(2-naphthyl)hex-3-en-1-ol hydrochloride), C(C)(C)N(C(C)C)CC (N,N-diisopropylethylamine). The solvent is ClCCl (dichloromethane), ClCCl (dichloromethane). Product: N[C@@H](/C=C/C(CO)CC1=CC=CC=C1)CC1=CC2=CC=CC=C2C=C1 ((3E,5R)-5-Amino-2-benzyl-6-(2-naphthyl)hex-3-en-1-ol). RXN SMILES: C(OC(NCC1C=C(C=CC=1)C(O)=O)=O)(C)(C)C.Cl.C(N=C=NCCCN(C)C)C.Cl.[NH2:32][C@H:33]([CH2:46][C:47]1[CH:56]=[CH:55][C:54]2[C:49](=[CH:50][CH:51]=[CH:52][CH:53]=2)[CH:48]=1)/[CH:34]=[CH:35]/[CH:36]([CH2:39][C:40]1[CH:45]=[CH:44][CH:43]=[CH:42][CH:41]=1)[CH2:37][OH:38].C(N(CC)C(C)C)(C)C>ClCCl>[NH2:32][C@H:33]([CH2:46][C:47]1[CH:56]=[CH:55][C:54]2[C:49](=[CH:50][CH:51]=[CH:52][CH:53]=2)[CH:48]=1)/[CH:34]=[CH:35]/[CH:36]([CH2:39][C:40]1[CH:45]=[CH:44][CH:43]=[CH:42][CH:41]=1)[CH2:37][OH:38] |f:1.2,3.4|. Procedure: 3-(tert-Butoxycarbonylaminomethyl)benzoic acid (407 mg) was dissolved in dichloromethane (6 ml) and then converted to the symmetrical anhydride by stirring with N-ethyl-N'-(3-dimethylaminopropyl)-carbodiimide hydrochloride (155 mg) for 10 min. A solution of (3E,5R)-5-amino-2-benzyl-6-(2-naphthyl)hex-3-en-1-ol hydrochloride (149 mg) and N,N-diisopropylethylamine (70 μl) in dichloromethane (3 ml) was added to the mixture and then reacted for 20 h at 20° C. The reaction mixture was then concentrate... Starting materials: CSc1ncc(Br)c(C(=O)O)n1, CC(=O)Cl, CO, [Na+], O=C([O-])O. Yields the product COC(=O)c1nc(SC)ncc1Br. Reaction SMILES: [Br:5][c:6]1[c:7]([C:14](=[O:15])[OH:16])[n:8][c:9]([S:12][CH3:13])[n:10][cH:11]1.[CH3:1][C:2](=[O:3])[Cl:4].[CH3:22][OH:23].[Na+:17].[OH:18][C:19](=[O:20])[O-:21]>>[CH3:1][O:15][C:14]([c:7]1[c:6]([Br:5])[cH:11][n:10][c:9]([S:12][CH3:13])[n:8]1)=[O:16]. The reactants are CCCCCC, ClCCl, C[Si](C)(C)CCOCn1nc(C=Cc2ccccc2)c2ccc(C(O)c3ccccc3)cc21. Yields the product C[Si](C)(C)CCOCn1nc(C=Cc2ccccc2)c2ccc(C(=O)c3ccccc3)cc21. RXN SMILES: [CH3:37][CH2:38][CH2:39][CH2:40][CH2:41][CH3:42].[Cl:34][CH2:35][Cl:36].[c:1]1([CH:7]([OH:8])[c:9]2[cH:10][cH:11][c:12]3[c:13]([CH:26]=[CH:27][c:28]4[cH:29][cH:30][cH:31][cH:32][cH:33]4)[n:14][n:15]([CH2:18][O:19][CH2:20][CH2:21][Si:22]([CH3:23])([CH3:24])[CH3:25])[c:16]3[cH:17]2)[cH:2][cH:3][cH:4][cH:5][cH:6]1>>[c:1]1([C:7](=[O:8])[c:9]2[cH:10][cH:11][c:12]3[c:13]([CH:26]=[CH:27][c:28]4[cH:29][cH:30][cH:31][cH:32][cH:33]4)[n:14][n:15]([CH2:18][O:19][CH2:20][CH2:21][Si:22]([CH3:23])([CH3:24])[CH3:25])[c:16]3[cH:17]2)[cH:2][cH:3][cH:4][cH:5][cH:6]1.